This data is from the Open Reaction Database (ORD), a public repository of structured organic reaction records. The task is: describe an organic reaction: reactants, conditions, products, and yield The reactants are COc1cccc(N)c1, COC(=O)C=Cc1cccc(S(=O)(=O)Cl)c1, [Na+], O=C([O-])O, C1COCCO1, O. Product: COC(=O)C=Cc1cccc(S(=O)(=O)Nc2cccc(OC)c2)c1. RXN SMILES: [CH3:17][O:18][c:19]1[cH:20][c:21]([NH2:25])[cH:22][cH:23][cH:24]1.[CH3:1][O:2][C:3]([CH:4]=[CH:5][c:6]1[cH:7][c:8]([S:12](=[O:13])(=[O:14])[Cl:15])[cH:9][cH:10][cH:11]1)=[O:16].[Na+:30].[O-:26][C:27]([OH:28])=[O:29].[O:31]1[CH2:32][CH2:33][O:34][CH2:35][CH2:36]1.[OH2:37]>>[CH3:1][O:2][C:3]([CH:4]=[CH:5][c:6]1[cH:7][c:8]([S:12](=[O:13])(=[O:14])[NH:25][c:21]2[cH:20][c:19]([O:18][CH3:17])[cH:24][cH:23][cH:22]2)[cH:9][cH:10][cH:11]1)=[O:16]. Starting materials: NC(CCCCC(=O)OC)C1=C(C=CC=C1OC)OC (methyl 6-amino-6-(2,6-dimethoxyphenyl)hexanoate), S1C=NC=C1C=1C=C(C=O)C=CC1 (3-(thiazol-5-yl)benzaldehyde). Product: COC1=C(C(=CC=C1)OC)C1CCCCC(N1CC1=CC(=CC=C1)C1=CN=CS1)=O (7-(2,6-dimethoxyphenyl)-1-(3-(thiazol-5-yl)benzyl)azepan-2-one). RXN SMILES: [NH2:1][CH:2]([C:11]1[C:16]([O:17][CH3:18])=[CH:15][CH:14]=[CH:13][C:12]=1[O:19][CH3:20])[CH2:3][CH2:4][CH2:5][CH2:6][C:7]([O:9]C)=O.[S:21]1[C:25]([C:26]2[CH:27]=[C:28]([CH:31]=[CH:32][CH:33]=2)[CH:29]=O)=[CH:24][N:23]=[CH:22]1>>[CH3:20][O:19][C:12]1[CH:13]=[CH:14][CH:15]=[C:16]([O:17][CH3:18])[C:11]=1[CH:2]1[N:1]([CH2:29][C:28]2[CH:31]=[CH:32][CH:33]=[C:26]([C:25]3[S:21][CH:22]=[N:23][CH:24]=3)[CH:27]=2)[C:7](=[O:9])[CH2:6][CH2:5][CH2:4][CH2:3]1. Procedure details: Prepared according to the described general procedure 1 (GP1) by reaction of methyl 6-amino-6-(2,6-dimethoxyphenyl)hexanoate with 3-(thiazol-5-yl)benzaldehyde. Subsequent purification by preparative HPLC afforded the target compound. LC-MS (conditions A): tR=0.84 min.; [M+H]+: 423.08 g/mol.